The task is: describe an organic reaction: reactants, conditions, products, and yield. This data is from the Open Reaction Database (ORD), a public repository of structured organic reaction records. Reactants: CN(C)C=O, [K+], [K+], CC(C)(C)OC(=O)N1CCC2CN(S(=O)(=O)c3ccccc3[N+](=O)[O-])C2C1, O=C([O-])[O-], Sc1ccccc1. The product is CC(C)(C)OC(=O)N1CCC2CNC2C1. Reaction SMILES: [CH3:41][N:42]([CH3:43])[CH:44]=[O:45].[K+:28].[K+:29].[N+:1]([c:2]1[cH:3][cH:4][cH:5][cH:6][c:7]1[S:8](=[O:9])(=[O:10])[N:13]1[CH2:14][CH:15]2[CH2:16][CH2:17][N:18]([C:21](=[O:22])[O:23][C:24]([CH3:25])([CH3:26])[CH3:27])[CH2:19][CH:20]12)([O-:11])=[O:12].[O-:30][C:31]([O-:32])=[O:33].[SH:34][c:35]1[cH:36][cH:37][cH:38][cH:39][cH:40]1>>[NH:13]1[CH2:14][CH:15]2[CH2:16][CH2:17][N:18]([C:21](=[O:22])[O:23][C:24]([CH3:25])([CH3:26])[CH3:27])[CH2:19][CH:20]12. Reactants: O (water), C(C)(C)N(C(C)C)CC (N,N-diisopropylethylamine), N1CCOCC1 (morpholine), CN([C@@H](C)C(=O)[C@@](C(=O)OC(C)(C)C)(O)C)C(=O)OC1=CC=C(C=C1)[N+](=O)[O-] (tert-butyl N-methyl-N-(4-nitro-phenoxy)carbonyl-L-alanyl-D-lactate). The solvent is C(Cl)Cl (methylene chloride). Yields the product CN([C@@H](C)C(=O)[C@@](C(=O)OC(C)(C)C)(O)C)C(=O)N1CCOCC1 (tert-Butyl N-methyl-N-morpholinocarbonyl-L-alanyl-D-lactate). Reaction SMILES: C(N(CC)C(C)C)(C)C.[NH:10]1[CH2:15][CH2:14][O:13][CH2:12][CH2:11]1.[CH3:16][N:17]([C:32](OC1C=CC([N+]([O-])=O)=CC=1)=[O:33])[C@H:18]([C:20]([C@:22]([CH3:31])([OH:30])[C:23]([O:25][C:26]([CH3:29])([CH3:28])[CH3:27])=[O:24])=[O:21])[CH3:19].O>C(Cl)Cl>[CH3:16][N:17]([C:32]([N:10]1[CH2:15][CH2:14][O:13][CH2:12][CH2:11]1)=[O:33])[C@H:18]([C:20]([C@:22]([CH3:31])([OH:30])[C:23]([O:25][C:26]([CH3:27])([CH3:29])[CH3:28])=[O:24])=[O:21])[CH3:19]. Procedure: 0.65 g (5.0 mmol) of N,N-diisopropylethylamine (“Hünig's base”) and 0.45 g (5.0 mmol) of morpholine are added at room temperature to a solution of 2.0 g (5.0 mmol) of tert-butyl N-methyl-N-(4-nitro-phenoxy)carbonyl-L-alanyl-D-lactate in 40 ml of methylene chloride, and the mixture is stirred at reflux temperature for 18 hours. During the course of this a strong yellow colouration of the reaction mixture occurs. The reaction solution is shaken twice with water, and the organic phase is separated ...